The task is: describe an organic reaction: reactants, conditions, products, and yield. This data is from the Open Reaction Database (ORD), a public repository of structured organic reaction records. The reactants are COCCOC, COc1cc(C(N)=O)c([N+](=O)[O-])cc1OC, CO, [H][H]. The product is COc1cc(N)c(C(N)=O)cc1OC. Reaction SMILES: [CH3:19][O:20][CH2:21][CH2:22][O:23][CH3:24].[CH3:1][O:2][c:3]1[cH:4][c:5]([N+:14]([O-:15])=[O:16])[c:6]([C:7](=[O:8])[NH2:9])[cH:10][c:11]1[O:12][CH3:13].[CH3:25][OH:26].[H:17][H:18]>>[CH3:1][O:2][c:3]1[cH:4][c:5]([NH2:14])[c:6]([C:7](=[O:8])[NH2:9])[cH:10][c:11]1[O:12][CH3:13]. Starting materials: [Br-].C(C1=CC=CC=C1)OC=1C=NC(=NC1)N1CC[N+]2(CCCC2)CC1 (8-(5-benzyloxy-2-pyrimidinyl)-8-aza-5-azoniaspiro [4.5]decane bromide), ClC=1N=C(NC1Cl)C (4,5-dichloro-2-methylimidazole), C([O-])([O-])=O.[K+].[K+] (potassium carbonate). Run in CN(C=O)C (dimethylformamide). The product is ClC=1N=C(N(C1Cl)CCCCN1CCN(CC1)C1=NC=C(C=N1)OCC1=CC=CC=C1)C (2-{4-[4-(4,5-dichloro-2-methylimidazol-1-yl)butyl]-1-piperazinyl}-5-benzyloxypyrimidine). The yield is 68.9%. RXN SMILES: [Br-].[CH2:2]([O:9][C:10]1[CH:11]=[N:12][C:13]([N:16]2[CH2:25][CH2:24][N+:19]3([CH2:23][CH2:22][CH2:21][CH2:20]3)[CH2:18][CH2:17]2)=[N:14][CH:15]=1)[C:3]1[CH:8]=[CH:7][CH:6]=[CH:5][CH:4]=1.[Cl:26][C:27]1[N:28]=[C:29]([CH3:33])[NH:30][C:31]=1[Cl:32].C(=O)([O-])[O-].[K+].[K+]>CN(C)C=O>[Cl:26][C:27]1[N:28]=[C:29]([CH3:33])[N:30]([CH2:23][CH2:22][CH2:21][CH2:20][N:19]2[CH2:18][CH2:17][N:16]([C:13]3[N:12]=[CH:11][C:10]([O:9][CH2:2][C:3]4[CH:4]=[CH:5][CH:6]=[CH:7][CH:8]=4)=[CH:15][N:14]=3)[CH2:25][CH2:24]2)[C:31]=1[Cl:32] |f:0.1,3.4.5|. Reported procedure: A mixture of 3.59 g (8.85 mmol) of 8-(5-benzyloxy-2-pyrimidinyl)-8-aza-5-azoniaspiro [4.5]decane bromide, 1.47 g (9.73 mmol) of 4,5-dichloro-2-methylimidazole and 4.89 g (35.41mmol) of potassium carbonate in 72 ml of dimethylformamide is refluxed for 12 hours and filtered hot. The dimethylformamide is evaporated and the product is chromatographed on silica gel, yielding 2.90 g (69%) of 2-{4-[4-(4,5-dichloro-2-methylimidazol-1-yl)butyl]-1-piperazinyl}-5-benzyloxypyrimidine. Isolated yield 90.0%. The reactants are [BH4-].[Na+] (sodium borohydride), BrC1=NC=CC(=C1)C1=C(C(=CC2=CC(=C(C=C12)OC)OC)C(=O)OC)C(=O)OC (1-(2-bromo-4-pyridyl)-2,3-bis(methoxycarbonyl)-6,7-dimethoxynaphthalene), CO (methanol). The solvent is O1CCCC1 (tetrahydrofuran), O1CCCC1 (tetrahydrofuran). Product: BrC1=NC=CC(=C1)C1=C(C(=CC2=CC(=C(C=C12)OC)OC)CO)CO (1-(2-bromo-4-pyridyl)-2,3-bis(hydroxymethyl)-6,7-dimethoxynaphthalene). Reported procedure: To a suspension of 1-(2-bromo-4-pyridyl)-2,3-bis(methoxycarbonyl)-6,7-dimethoxynaphthalene (15.0 g) in tetrahydrofuran (150 ml) is added sodium borohydride (6.16 g), and the mixture is refluxed. To the mixture is added a mixture of methanol (60 ml) and tetrahydrofuran (60 ml) under reflux over a period of five hours. After the reaction is complete, the mixture is concentrated under reduced pressure to remove the solvent, and methyl chloride are an aqueous sodium hydrogen carbonate solution are a... As a reaction SMILES: [Br:1][C:2]1[CH:7]=[C:6]([C:8]2[C:17]3[C:12](=[CH:13][C:14]([O:20][CH3:21])=[C:15]([O:18][CH3:19])[CH:16]=3)[CH:11]=[C:10]([C:22](OC)=[O:23])[C:9]=2[C:26](OC)=[O:27])[CH:5]=[CH:4][N:3]=1.[BH4-].[Na+].CO>O1CCCC1>[Br:1][C:2]1[CH:7]=[C:6]([C:8]2[C:17]3[C:12](=[CH:13][C:14]([O:20][CH3:21])=[C:15]([O:18][CH3:19])[CH:16]=3)[CH:11]=[C:10]([CH2:22][OH:23])[C:9]=2[CH2:26][OH:27])[CH:5]=[CH:4][N:3]=1 |f:1.2|. The reactants are C(C)(=O)Cl (acetyl chloride), N([C@H](CC1=CC=CC=C1)C(=O)N1[C@H](C(=O)N[C@@H](CCCNC(N)=N)C=O)CCC1)C(=O)C.Cl.O.O (Ac-D-Phe-Pro-Arg-H.HCl dihydrate). Conditions: time 360 minute. Product: N([C@H](CC1=CC=CC=C1)C(=O)N1[C@H](C(=O)N[C@@H](CCCNC(N)=N)C=O)CCC1)C(=O)C.Cl (Ac-D-Phe-Pro-Arg-H.HCl). As a reaction SMILES: C([Cl:4])(=O)C.[NH:5]([C:34]([CH3:36])=[O:35])[C@@H:6]([C:14]([N:16]1[CH2:33][CH2:32][CH2:31][C@H:17]1[C:18]([NH:20][C@H:21]([CH:29]=[O:30])[CH2:22][CH2:23][CH2:24][NH:25][C:26](=[NH:28])[NH2:27])=[O:19])=[O:15])[CH2:7][C:8]1[CH:13]=[CH:12][CH:11]=[CH:10][CH:9]=1.Cl.O.O>>[NH:5]([C:34]([CH3:36])=[O:35])[C@@H:6]([C:14]([N:16]1[CH2:33][CH2:32][CH2:31][C@H:17]1[C:18]([NH:20][C@H:21]([CH:29]=[O:30])[CH2:22][CH2:23][CH2:24][NH:25][C:26](=[NH:27])[NH2:28])=[O:19])=[O:15])[CH2:7][C:8]1[CH:13]=[CH:12][CH:11]=[CH:10][CH:9]=1.[ClH:4] |f:1.2.3.4,5.6|. Procedure details: By methods substantially equivalent to those described in Example 7, using acetyl chloride in place of MeSO2Cl, 210 mg of Ac-D-Phe-Pro-Arg-H.HCl dihydrate was prepared. Ac-D-Phe-Pro-Arg-H.HCl was purified by RPHPLC (95/5 (A/B), 80 min; ramp to 75/25 (A/B), 320 min; hold to 360 min). Reactants: BrBr (bromine), FC=1C=C(C=CC1)C1=CC=C(C=C1)O (4-(3-fluorophenyl)phenol). Run in ClCCl (dichloromethane), ClCCl (dichloromethane), C(C)#N (acetonitrile). Conditions: time 17 hour. The product is BrC=1C=C(C=CC1O)C1=CC(=CC=C1)F (3-bromo-3′-fluoro-[1,1′-biphenyl]-4-ol). Isolated yield 105.2%. Reaction SMILES: [Br:1]Br.[F:3][C:4]1[CH:5]=[C:6]([C:10]2[CH:15]=[CH:14][C:13]([OH:16])=[CH:12][CH:11]=2)[CH:7]=[CH:8][CH:9]=1>ClCCl.C(#N)C>[Br:1][C:12]1[CH:11]=[C:10]([C:6]2[CH:7]=[CH:8][CH:9]=[C:4]([F:3])[CH:5]=2)[CH:15]=[CH:14][C:13]=1[OH:16]. Reported procedure: A solution of bromine (887 mg, 5.55 mmol) in dichloromethane (10 mL) was added dropwise to a solution of 4-(3-fluorophenyl)phenol [purchased from Combi-Blocks] (1.044 g, 5.55 mmol) in dichloromethane (10 mL) and acetonitrile (5 mL) at 0° C. under nitrogen. The reaction mixture was then stirred at 0° C. to room temperature for 17 hours. The reaction mixture was partitioned between ethyl acetate (100 mL) and saturated aqueous sodium hydrogen carbonate solution (100 mL) containing 10% aqueous sodiu... The reactants are CC1=C(SC(=C1)N1C(N(CC1)CCOS(=O)(=O)C1=CC=C(C)C=C1)=O)C(=O)OCC (ethyl 3-methyl-5-(2-oxo-3-(2-(tosyloxy)ethyl)imidazolidin-1-yl)thiophene-2-carboxylate), C1(=CC=CC=C1)O (phenol), C([O-])([O-])=O.[K+].[K+] (potassium carbonate). Run in CN(C=O)C (N,N-dimethylformamide). Run at temperature 70 celsius, time 16 hour. Product: CC1=C(SC(=C1)N1C(N(CC1)CCOC1=CC=CC=C1)=O)C(=O)OCC (ethyl 3-methyl-5-(2-oxo-3-(2-phenoxyethyl)imidazolidin-1-yl)thiophene-2-carboxylate). Yield: 76.3%. As a reaction SMILES: [CH3:1][C:2]1[CH:6]=[C:5]([N:7]2[CH2:11][CH2:10][N:9]([CH2:12][CH2:13][O:14]S(C3C=CC(C)=CC=3)(=O)=O)[C:8]2=[O:25])[S:4][C:3]=1[C:26]([O:28][CH2:29][CH3:30])=[O:27].[C:31]1(O)[CH:36]=[CH:35][CH:34]=[CH:33][CH:32]=1.C(=O)([O-])[O-].[K+].[K+]>CN(C)C=O>[CH3:1][C:2]1[CH:6]=[C:5]([N:7]2[CH2:11][CH2:10][N:9]([CH2:12][CH2:13][O:14][C:31]3[CH:36]=[CH:35][CH:34]=[CH:33][CH:32]=3)[C:8]2=[O:25])[S:4][C:3]=1[C:26]([O:28][CH2:29][CH3:30])=[O:27] |f:2.3.4|. Procedure details: A mixture of ethyl 3-methyl-5-(2-oxo-3-(2-(tosyloxy)ethyl)imidazolidin-1-yl)thiophene-2-carboxylate (0.16 g, 0.35 mmol), phenol (0.03 g, 0.36 mmol) and potassium carbonate (0.05 g, 0.35 mmol) in N,N-dimethylformamide (3 mL) was stirred at 70° C. for 16 h, cooled to ambient temperature, and partitioned between ethyl acetate (75 mL) and water (35 mL). The organic layer was washed with brine (35 mL), dried over sodium sulfate, filtered and concentrated in vacuo. The residue was purified by column c... Reactants: C[Si](C)(C)I (trimethylsilyl iodide), COC1=CC=C(CNCC2CNC(C=3C=4C2=CNC4C=CC3)=O)C=C1 (3-[N-(4-methoxybenzyl)aminomethyl]-3,4,5,6-tetrahydro-6-oxo-1H-azepino[5,4,3-cd]indole), N12CCN(CC1)CC2 (1,4-diazabicyclo[2.2.2]octane), Cl (hydrochloric acid). Run in CO (methanol), O (water). Reaction conditions: temperature 150 celsius, time 2 hour. Yields the product OC1=CC=C(CNCC2CNC(C=3C=4C2=CNC4C=CC3)=O)C=C1 (3-[N-(4-hydroxybenzyl)aminomethyl] 3,4,5,6-tetrahydro-6-oxo-1H-azepino(5,4,3-cd]indole). The yield is 41.7%. As a reaction SMILES: C[Si](I)(C)C.C[O:7][C:8]1[CH:30]=[CH:29][C:11]([CH2:12][NH:13][CH2:14][CH:15]2[C:21]3=[CH:22][NH:23][C:24]4[CH:25]=[CH:26][CH:27]=[C:19]([C:20]=43)[C:18](=[O:28])[NH:17][CH2:16]2)=[CH:10][CH:9]=1.N12CCN(CC1)CC2.Cl>CO.O>[OH:7][C:8]1[CH:9]=[CH:10][C:11]([CH2:12][NH:13][CH2:14][CH:15]2[C:21]3=[CH:22][NH:23][C:24]4[CH:25]=[CH:26][CH:27]=[C:19]([C:20]=43)[C:18](=[O:28])[NH:17][CH2:16]2)=[CH:29][CH:30]=1. Procedure: 2 ml of trimethylsilyl iodide were added to a mixture of 1.5 g of 3-[N-(4-methoxybenzyl)aminomethyl]-3,4,5,6-tetrahydro-6-oxo-1H-azepino[5,4,3-cd]indole (see Example 21 for preparation) and 2.5 g of 1,4-diazabicyclo[2.2.2]octane (=DABCO). The reaction mixture was heated at 150° C. under a nitrogen atmosphere for 24 hours. The reaction mixture was cooled to room temperature and then diluted with 25 ml of methanol and acidified with 20% strength aqueous hydrochloric acid. The mixture was then vigo... The reactants are C1(=CC=CC=C1)S(=O)(=O)CC1=CC=C(C(=C1C(=O)OCC)O)Br (ethyl 6-(benzenesulphonylmethyl)-3-bromo-2-hydroxybenzoate), BrC=1C(=C(C(=O)OC)C(=CC1)CBr)OC (methyl 3-bromo-6-bromomethyl-2-methoxybenzoate), BrC=1C(=C(C(=O)OC)C(=CC1)CBr)OC (methyl 3-bromo-6-bromomethyl-2-methoxybenzoate). The product is BrC=1C(=C(C(=O)OC)C(=CC1)CBr)O (Methyl 3-bromo-6-bromomethyl-2-hydroxybenzoate). RXN SMILES: C1(S(CC2C(C(OCC)=O)=C(O)C(Br)=CC=2)(=O)=O)C=CC=CC=1.[Br:24][C:25]1[C:26]([O:37]C)=[C:27]([C:32]([CH2:35][Br:36])=[CH:33][CH:34]=1)[C:28]([O:30][CH3:31])=[O:29]>>[Br:24][C:25]1[C:26]([OH:37])=[C:27]([C:32]([CH2:35][Br:36])=[CH:33][CH:34]=1)[C:28]([O:30][CH3:31])=[O:29]. Procedure: Prepared by proceeding in a similar manner to Intermediate 52, starting from methyl 3-bromo-6-bromomethyl-2-methoxybenzoate (Intermediate 89). Reported procedure: (S)-4-Amino-6-((1-(5-(3-methoxybenzyl)-4-oxo-3-phenyl-3,4-dihydropyrrolo[2,1-f][1,2,4]triazin-2-yl)ethyl)amino)pyrimidine-5-carbonitrile (72 mg, 0.15 mmol) was treated with boron tribromide (1M in dichloromethane, 580 μl, 0.58 mmol) with dichloromethane as a solvent according to the method described in Example 23. The residue was purified by reverse phase using SP1® Purification System to give 27 mg (39% yield) as a solid. Purity 98%. The yield is 39.0%. As a reaction SMILES: [NH2:1][C:2]1[C:7]([C:8]#[N:9])=[C:6]([NH:10][C@H:11]([C:13]2[N:18]([C:19]3[CH:24]=[CH:23][CH:22]=[CH:21][CH:20]=3)[C:17](=[O:25])[C:16]3=[C:26]([CH2:29][C:30]4[CH:35]=[CH:34][CH:33]=[C:32]([O:36]C)[CH:31]=4)[CH:27]=[CH:28][N:15]3[N:14]=2)[CH3:12])[N:5]=[CH:4][N:3]=1.B(Br)(Br)Br>ClCCl>[NH2:1][C:2]1[C:7]([C:8]#[N:9])=[C:6]([NH:10][C@H:11]([C:13]2[N:18]([C:19]3[CH:20]=[CH:21][CH:22]=[CH:23][CH:24]=3)[C:17](=[O:25])[C:16]3=[C:26]([CH2:29][C:30]4[CH:35]=[CH:34][CH:33]=[C:32]([OH:36])[CH:31]=4)[CH:27]=[CH:28][N:15]3[N:14]=2)[CH3:12])[N:5]=[CH:4][N:3]=1. Product: NC1=NC=NC(=C1C#N)N[C@@H](C)C1=NN2C(C(N1C1=CC=CC=C1)=O)=C(C=C2)CC2=CC(=CC=C2)O ((S)-4-Amino-6-((1-(5-(3-hydroxybenzyl)-4-oxo-3-phenyl-3,4-dihydropyrrolo[2,1-f][1,2,4]triazin-2-yl)ethyl)amino)pyrimidine-5-carbonitrile). The solvent is ClCCl (dichloromethane). Reactants: NC1=NC=NC(=C1C#N)N[C@@H](C)C1=NN2C(C(N1C1=CC=CC=C1)=O)=C(C=C2)CC2=CC(=CC=C2)OC ((S)-4-Amino-6-((1-(5-(3-methoxybenzyl)-4-oxo-3-phenyl-3,4-dihydropyrrolo[2,1-f][1,2,4]triazin-2-yl)ethyl)amino)pyrimidine-5-carbonitrile), B(Br)(Br)Br (boron tribromide).